This data is from the Open Reaction Database (ORD), a public repository of structured organic reaction records. The task is: describe an organic reaction: reactants, conditions, products, and yield Reactants: COC(C1=CC=CC=C1)(OC)OC (trimethyl orthobenzoate), NC1=C(C=C(C=C1OC)C1=C(C(CO1)(C)C)C(C)(C)C)O (5-(4-amino-3-hydroxy-5-methoxyphenyl)-4-t-butyl-3,3-dimethyl-2,3-dihydrofuran), NC1=C(C=C(C=C1OC)C1=C(C(CO1)(C)C)C(C)(C)C)O (5-(4-amino-3-hydroxy-5-methoxyphenyl)-4-t-butyl-3,3-dimethyl-2,3-dihydrofuran), C(C)(=O)OCC (ethyl acetate), C(O)([O-])=O.[Na+] (sodium hydrogencarbonate). The reagents and catalysts are S(=O)(=O)(C1=CC=C(C)C=C1)O.O (TsOH H2O). Solvent: O (H2O). Reaction conditions: temperature 150 celsius. Product: C(C)(C)(C)C=1C(COC1C1=CC2=C(N=C(O2)C2=CC=CC=C2)C(=C1)OC)(C)C (4-t-butyl-5-(4-methoxy-2-phenylbenzo[d]oxazol-6-yl)-3,3-dimethyl-2,3-dihydrofuran). The yield is 78.3%. RXN SMILES: CO[C:3]([O:12][CH3:13])(OC)[C:4]1[CH:9]=[CH:8][CH:7]=[CH:6][CH:5]=1.[NH2:14][C:15]1[C:20]([O:21][CH3:22])=[CH:19][C:18]([C:23]2[O:27][CH2:26][C:25]([CH3:29])([CH3:28])[C:24]=2[C:30]([CH3:33])([CH3:32])[CH3:31])=[CH:17]C=1O.C(OCC)(=O)C.C(=O)([O-])O.[Na+]>S(O)(C1C=CC(C)=CC=1)(=O)=O.O.O>[C:30]([C:24]1[C:25]([CH3:29])([CH3:28])[CH2:26][O:27][C:23]=1[C:18]1[CH:19]=[C:20]([O:21][CH3:22])[C:15]2[N:14]=[C:3]([C:4]3[CH:5]=[CH:6][CH:7]=[CH:8][CH:9]=3)[O:12][C:13]=2[CH:17]=1)([CH3:33])([CH3:31])[CH3:32] |f:3.4,5.6|. Procedure: To 1.00 mL (5.82 mmol) of trimethyl orthobenzoate was added 204 mg (0.70 mmol) of 5-(4-amino-3-hydroxy-5-methoxyphenyl)-4-t-butyl-3,3-dimethyl-2,3-dihydrofuran (Compound [61]), and the mixture was refluxed for 1.5 hours at 150° C. To this reaction mixture, 2.0 ml of ethyl acetate, and 0.2 ml of H2O, and 10.1 mg (0.05 mmol) of TsOH H2O was added and the mixture was refluxed for 1 hours at 97° C. The resulting mixture was poured in saturated aqueous solution of sodium hydrogencarbonate and extract... The reactants are CCOc1cc(CN2CCC(N)CC2)ccc1Cl, OCc1cc(Cl)nc(Cl)c1, CN(C)C=O. The product is CCOc1cc(CN2CCC(Nc3cc(CO)cc(Cl)n3)CC2)ccc1Cl. Reaction SMILES: [Cl:11][c:12]1[c:13]([O:26][CH2:27][CH3:28])[cH:14][c:15]([CH2:16][N:17]2[CH2:18][CH2:19][CH:20]([NH2:23])[CH2:21][CH2:22]2)[cH:24][cH:25]1.[Cl:1][c:2]1[n:3][c:4]([Cl:10])[cH:5][c:6]([CH2:8][OH:9])[cH:7]1.[O:29]=[CH:30][N:31]([CH3:32])[CH3:33]>>[c:2]1([NH:23][CH:20]2[CH2:19][CH2:18][N:17]([CH2:16][c:15]3[cH:14][c:13]([O:26][CH2:27][CH3:28])[c:12]([Cl:11])[cH:25][cH:24]3)[CH2:22][CH2:21]2)[n:3][c:4]([Cl:10])[cH:5][c:6]([CH2:8][OH:9])[cH:7]1. The reactants are BrC1=CC=C(C=C1)C(=O)N1CCN(CC1)C1=NC=C(C=C1C)C ((4-bromophenyl)[4-(3,5-dimethylpyridin-2-yl)piperazin-1-yl]methanone), CC=1C(=NC=C(C1)C)N1CCN(CC1)C(=O)C1=CC=C(C=C1)N1C(N(C(C1C(C)C)=O)CC1=CC=C(C=C1)OC)=O (1-{4-[4-(3,5-dimethylpyridin-2-yl)piperazine-1-carbonyl]phenyl}-5-isopropyl-3-(4-methoxybenzyl)imidazolidine-2,4-dione), C(C)(C)C1C(N(C(N1)=O)CC1=CC=C(C=C1)OC)=O (5-isopropyl-3-(4-methoxybenzyl)imidazolidine-2,4-dione). The product is CC=1C(=NC=C(C1)C)N1CCN(CC1)C(=O)C1=CC=C(C=C1)N1C(NC(C1C(C)C)=O)=O (1-{4-[4-(3,5-dimethylpyridin-2-yl)piperazine-1-carbonyl]phenyl}-5-isopropylimidazolidine-2,4-dione). RXN SMILES: BrC1C=CC(C(N2CCN(C3C(C)=CC(C)=CN=3)CC2)=O)=CC=1.C(C1NC(=O)N(CC2C=CC(OC)=CC=2)C1=O)(C)C.[CH3:43][C:44]1[C:45]([N:51]2[CH2:56][CH2:55][N:54]([C:57]([C:59]3[CH:64]=[CH:63][C:62]([N:65]4[CH:69]([CH:70]([CH3:72])[CH3:71])[C:68](=[O:73])[N:67](CC5C=CC(OC)=CC=5)[C:66]4=[O:83])=[CH:61][CH:60]=3)=[O:58])[CH2:53][CH2:52]2)=[N:46][CH:47]=[C:48]([CH3:50])[CH:49]=1>>[CH3:43][C:44]1[C:45]([N:51]2[CH2:52][CH2:53][N:54]([C:57]([C:59]3[CH:64]=[CH:63][C:62]([N:65]4[CH:69]([CH:70]([CH3:71])[CH3:72])[C:68](=[O:73])[NH:67][C:66]4=[O:83])=[CH:61][CH:60]=3)=[O:58])[CH2:55][CH2:56]2)=[N:46][CH:47]=[C:48]([CH3:50])[CH:49]=1. Procedure: Using (4-bromophenyl)[4-(3,5-dimethylpyridin-2-yl)piperazin-1-yl]methanone (225 mg) described in Preparation Example 165 and 5-isopropyl-3-(4-methoxybenzyl)imidazolidine-2,4-dione (157 mg) described in Preparation Example 209 and by the reaction and treatment in the same manner as in Example 508, the title compound (169 mg) was obtained via 1-{4-[4-(3,5-dimethylpyridin-2-yl)piperazine-1-carbonyl]phenyl}-5-isopropyl-3-(4-methoxybenzyl)imidazolidine-2,4-dione. Starting materials: IC1=CC2=C(OCCC=3N2N=C(C3)C(=O)N)C=C1 (9-iodo-4,5-dihydrobenzo[b]pyrazolo[1,5-d][1,4]oxazepine-2-carboxamide), CC1=NC(=NO1)[C@@](C)(C#C)O ((R)-2-(5-methyl-[1,2,4]oxadiazol-3-yl)-but-3-yn-2-ol). The reagents and catalysts are C=1C=CC(=CC1)[P](C=2C=CC=CC2)(C=3C=CC=CC3)[Pd]([P](C=4C=CC=CC4)(C=5C=CC=CC5)C=6C=CC=CC6)([P](C=7C=CC=CC7)(C=8C=CC=CC8)C=9C=CC=CC9)[P](C=1C=CC=CC1)(C=1C=CC=CC1)C=1C=CC=CC1 (tetrakis(triphenylphosphine)palladium), [Cu]I (copper(I) iodide). Run in N1CCCCC1 (piperidine). Reaction conditions: temperature 60 celsius. Product: O[C@@](C#CC1=CC2=C(OCCC=3N2N=C(C3)C(=O)N)C=C1)(C)C1=NOC(=N1)C ((R)-9-(3-hydroxy-3-(5-methyl-1,2,4-oxadiazol-3-yl)but-1-yn-1-yl)-4,5-dihydrobenzo[b]pyrazolo[1,5-d][1,4]oxazepine-2-carboxamide). Isolated yield 49.9%. As a reaction SMILES: I[C:2]1[CH:18]=[CH:17][C:5]2[O:6][CH2:7][CH2:8][C:9]3[N:10]([N:11]=[C:12]([C:14]([NH2:16])=[O:15])[CH:13]=3)[C:4]=2[CH:3]=1.[CH3:19][C:20]1[O:24][N:23]=[C:22]([C@:25]([OH:29])([C:27]#[CH:28])[CH3:26])[N:21]=1>N1CCCCC1.[Cu]I.C1C=CC([P]([Pd]([P](C2C=CC=CC=2)(C2C=CC=CC=2)C2C=CC=CC=2)([P](C2C=CC=CC=2)(C2C=CC=CC=2)C2C=CC=CC=2)[P](C2C=CC=CC=2)(C2C=CC=CC=2)C2C=CC=CC=2)(C2C=CC=CC=2)C2C=CC=CC=2)=CC=1>[OH:29][C@:25]([C:22]1[N:21]=[C:20]([CH3:19])[O:24][N:23]=1)([CH3:26])[C:27]#[C:28][C:2]1[CH:18]=[CH:17][C:5]2[O:6][CH2:7][CH2:8][C:9]3[N:10]([N:11]=[C:12]([C:14]([NH2:16])=[O:15])[CH:13]=3)[C:4]=2[CH:3]=1 |^1:41,43,62,81|. Reported procedure: A mixture of 9-iodo-4,5-dihydrobenzo[b]pyrazolo[1,5-d][1,4]oxazepine-2-carboxamide (100 mg, 0.28 mmol), (R)-2-(5-methyl-[1,2,4]oxadiazol-3-yl)-but-3-yn-2-ol (70 mg, 0.46 mmol), and copper(I) iodide (10 mg, 0.05 mmol) in piperidine (1.5 ml) was sonicated under a stream of argon for 15 minutes. After the addition of tetrakis(triphenylphosphine)palladium (0) (40 mg, 0.035 mmol) the mixture was heated at 60° C. for 3 hours before the being concentrated. The residue was taken up in ethyl acetate (100... Reactants: Cl.C(C)(C)(C)OC(=O)C=1C=NC(=CC1)N1NC=C(C1=O)N1N=NC=C1 (6-[5-Oxo-4-(1H-1,2,3-triazol-1-yl)-2,5-dihydro-1H-pyrazol-1-yl]pyridine-3-carboxylic acid tert-butyl ester hydrochloride). Solvent: C(Cl)Cl (methylene chloride), C(=O)(C(F)(F)F)O (TFA). Run at time 1 hour. Product: Cl.O=C1C(=CNN1C1=CC=C(C=N1)C(=O)O)N1N=NC=C1 (6-[5-Oxo-4-(1H-1,2,3-triazol-1-yl)-2,5-dihydro-1H-pyrazol-1-yl]pyridine-3-carboxylic acid hydrochloride). Reaction SMILES: [ClH:1].C([O:6][C:7]([C:9]1[CH:10]=[N:11][C:12]([N:15]2[C:19](=[O:20])[C:18]([N:21]3[CH:25]=[CH:24][N:23]=[N:22]3)=[CH:17][NH:16]2)=[CH:13][CH:14]=1)=[O:8])(C)(C)C>C(Cl)Cl.C(O)(C(F)(F)F)=O>[ClH:1].[O:20]=[C:19]1[N:15]([C:12]2[N:11]=[CH:10][C:9]([C:7]([OH:8])=[O:6])=[CH:14][CH:13]=2)[NH:16][CH:17]=[C:18]1[N:21]1[CH:25]=[CH:24][N:23]=[N:22]1 |f:0.1,4.5|. Procedure details: 50 mg (0.1 mmol) of the compound from Example 62 are dissolved in 1 ml of a 1:1 mixture of methylene chloride and TFA and the mixture is stirred at RT for 1 h. The reaction solution is concentrated in vacuo, the residue is suspended in 2 ml 1 N hydrochloric acid and the suspension is then lyophilized. Reactants: C(#N)C=1C(NC(N(C1)NC1=C(C=CC=C1C)C)=O)=O (5-cyano-1-(2,6-dimethylanilino)-2,4-pyrimidinedione), S(=O)(=O)(OC)OC (dimethyl sulfate). The solvent is [OH-].[Na+] (sodium hydroxide). Yields the product C(#N)C=1C(N(C(N(C1)NC1=C(C=CC=C1C)C)=O)C)=O (5-cyano-1-(2,6-dimethylanilino)-3-methyl-2,4-pyrimidinedione). As a reaction SMILES: [C:1]([C:3]1[C:4](=[O:19])[NH:5][C:6](=[O:18])[N:7]([NH:9][C:10]2[C:15]([CH3:16])=[CH:14][CH:13]=[CH:12][C:11]=2[CH3:17])[CH:8]=1)#[N:2].S(OC)(O[CH3:24])(=O)=O>[OH-].[Na+]>[C:1]([C:3]1[C:4](=[O:19])[N:5]([CH3:24])[C:6](=[O:18])[N:7]([NH:9][C:10]2[C:15]([CH3:16])=[CH:14][CH:13]=[CH:12][C:11]=2[CH3:17])[CH:8]=1)#[N:2] |f:2.3|. Reported procedure: To a mixture of 5-cyano-1-(2,6-dimethylanilino)-2,4-pyrimidinedione (0.1 mol) and 80 ml of 5% sodium hydroxide solution, with stirring, is slowly added dimethyl sulfate (0.1 mol). The reaction mixture is stirred for about 2-4 hours and then filtered, washed with water and dried to yield 5-cyano-1-(2,6-dimethylanilino)-3-methyl-2,4-pyrimidinedione.